describe an organic reaction: reactants, conditions, products, and yield From a dataset of the Open Reaction Database (ORD), a public repository of structured organic reaction records. Reactants: BrC=1C=C2C(=NNC(C2=CC1)=O)Cl (6-bromo-4-chloro-2H-phthalazin-1-one), N1(CCCC1)CC=1C=C(C=CC1)CN ([3-(1-pyrrolidinylmethyl)phenyl]methanamine), C=1C=CC(=CC1)P(C=2C=CC=CC2)C3=CC=C4C=CC=CC4=C3C5=C6C=CC=CC6=CC=C5P(C=7C=CC=CC7)C=8C=CC=CC8 (rac-BINAP), CC(C)(C)[O-].[Na+] (NaOtBu). The reagents and catalysts are C=1C=CC(=CC1)/C=C/C(=O)/C=C/C2=CC=CC=C2.C=1C=CC(=CC1)/C=C/C(=O)/C=C/C2=CC=CC=C2.C=1C=CC(=CC1)/C=C/C(=O)/C=C/C2=CC=CC=C2.[Pd].[Pd] (Pd2(dba)3). The solvent is CCOC(=O)C (EtOAc), CC(=O)N(C)C (DMA). The product is Hexanes EtOAc, ClC1=NNC(C2=CC=C(C=C12)NCC1=CC(=CC=C1)CN1CCCC1)=O (4-chloro-6-(3-pyrrolidin-1-ylmethyl-benzylamino)-2H-phthalazin-1-one). Isolated yield 5.3%. RXN SMILES: Br[C:2]1[CH:3]=[C:4]2[C:9](=[CH:10][CH:11]=1)[C:8](=[O:12])[NH:7][N:6]=[C:5]2[Cl:13].[N:14]1([CH2:19][C:20]2[CH:21]=[C:22]([CH2:26][NH2:27])[CH:23]=[CH:24][CH:25]=2)[CH2:18][CH2:17][CH2:16][CH2:15]1.C1C=CC(P(C2C(C3C(P(C4C=CC=CC=4)C4C=CC=CC=4)=CC=C4C=3C=CC=C4)=C3C(C=CC=C3)=CC=2)C2C=CC=CC=2)=CC=1.CC([O-])(C)C.[Na+]>CC(N(C)C)=O.CCOC(C)=O.C1C=CC(/C=C/C(/C=C/C2C=CC=CC=2)=O)=CC=1.C1C=CC(/C=C/C(/C=C/C2C=CC=CC=2)=O)=CC=1.C1C=CC(/C=C/C(/C=C/C2C=CC=CC=2)=O)=CC=1.[Pd].[Pd]>[Cl:13][C:5]1[C:4]2[C:9](=[CH:10][CH:11]=[C:2]([NH:27][CH2:26][C:22]3[CH:23]=[CH:24][CH:25]=[C:20]([CH2:19][N:14]4[CH2:18][CH2:17][CH2:16][CH2:15]4)[CH:21]=3)[CH:3]=2)[C:8](=[O:12])[NH:7][N:6]=1 |f:3.4,7.8.9.10.11|. Procedure details: A mixture 6-bromo-4-chloro-2H-phthalazin-1-one (200 mg, 0.770 mmol), [3-(1-pyrrolidinylmethyl)phenyl]methanamine (161 mg, 0.848 mmol), Pd2(dba)3 (71 mg, 0.077 mmol), rac-BINAP (144 mg, 0.231 mmol) and NaOtBu (230 mg, 2.393 mmol) in DMA (6 mL) was heated at 85° C. for 1.5 h. The mixture was allowed to cool, diluted with EtOAc and washed with water. The organic layer was washed with sat.aq. NaHCO3, brine and dried (Na2SO4). Chromatography (Hexanes/EtOAc) afforded 4-chloro-6-(3-pyrrolidin-1-ylmethy...